Dataset: the Open Reaction Database (ORD), a public repository of structured organic reaction records. Task: describe an organic reaction: reactants, conditions, products, and yield RXN SMILES: [CH2:49]([NH:50][CH:51]([CH3:52])[CH3:53])[CH3:54].[CH3:20][N:21]([CH2:22][C:23](=[O:24])[OH:25])[CH3:26].[CH3:38][N:39]([CH3:40])[CH2:41][CH2:42][CH2:43][N:44]=[C:45]=[N:46][CH2:47][CH3:48].[Cl:55][CH2:56][Cl:57].[ClH:1].[ClH:2].[ClH:37].[I:3][c:4]1[n:5][n:6]([CH:14]2[CH2:15][CH2:16][NH:17][CH2:18][CH2:19]2)[c:7]2[n:8][cH:9][n:10][c:11]([NH2:13])[c:12]12.[OH:27][n:28]1[c:29]2[n:30][cH:31][cH:32][cH:33][c:34]2[n:35][n:36]1>>[I:3][c:4]1[n:5][n:6]([CH:14]2[CH2:15][CH2:16][N:17]([C:23]([CH2:22][N:21]([CH3:20])[CH3:26])=[O:24])[CH2:18][CH2:19]2)[c:7]2[n:8][cH:9][n:10][c:11]([NH2:13])[c:12]12. Product: CN(C)CC(=O)N1CCC(n2nc(I)c3c(N)ncnc32)CC1. The reactants are CCNC(C)C, CN(C)CC(=O)O, CCN=C=NCCCN(C)C, ClCCl, Cl, Cl, Cl, Nc1ncnc2c1c(I)nn2C1CCNCC1, On1nnc2cccnc21. Reactants: C(C)(C)(C)ONC(CCCCOC1=CC=C(C=C1)C1=CC=C(C=C1)F)=O (O-tert-butyl 5-[4-(4-fluorophenyl)phenoxy]pentanohydroxamic acid). The solvent is FC(C(=O)O)(F)F (trifluoroacetic acid). Run at time 30 minute. The product is FC1=CC=C(C=C1)C1=CC=C(OCCCCC(=O)NO)C=C1 (5-[4-(4-fluorophenyl)phenoxy]pentanohydroxamic acid). The yield is 38.4%. As a reaction SMILES: C([O:5][NH:6][C:7](=[O:26])[CH2:8][CH2:9][CH2:10][CH2:11][O:12][C:13]1[CH:18]=[CH:17][C:16]([C:19]2[CH:24]=[CH:23][C:22]([F:25])=[CH:21][CH:20]=2)=[CH:15][CH:14]=1)(C)(C)C>FC(F)(F)C(O)=O>[F:25][C:22]1[CH:21]=[CH:20][C:19]([C:16]2[CH:17]=[CH:18][C:13]([O:12][CH2:11][CH2:10][CH2:9][CH2:8][C:7]([NH:6][OH:5])=[O:26])=[CH:14][CH:15]=2)=[CH:24][CH:23]=1. Procedure: A solution in trifluoroacetic acid of O-tert-butyl 5-[4-(4-fluorophenyl)phenoxy]pentanohydroxamic acid (0.41 g, 1.1 mmol) was stirred overnight. The reaction mixture was concentrated in vacuo and the residue was suspended in acetonitrile and stirred for 30 minutes. The solid was filtered and dried in vacuo to give 5-[4-(4-fluorophenyl)phenoxy]pentanohydroxamic acid (128 mg) as a white solid. mp 160°-162° C. 1H NMR (DMSO-d6) δ 10.378 (s, 1H), 8.69 (s, 1H), 7.66-7.63 (m, 2H), 7.57-7.55 (d, 2H, J=8... The reactants are [OH-].[Na+] (sodium hydroxide), O (water), OC1=CC=C(C=O)C=C1 (p-hydroxybenzaldehyde), BrC(CO)CBr (2,3-dibromopropanol). Procedure details: To water (150 mL) to which 17 g of 50% sodium hydroxide have been added, is added p-hydroxybenzaldehyde (24.4 g, 0.20 m), followed by 2,3-dibromopropanol (21.8 g, 0.10 m). The mixture is heated at reflux for 6 hours and allowed to cool which results in crystallization of the product, which is collected by filtration, washed with water, and dried in air. The yield is 23 g (76.7% of the theoretical yield) of 4,4'-[(1-(hydroxymethyl)-1,2-ethanediyl]bis(oxy)bis[benzaldehyde] as indicated by mass spe... As a reaction SMILES: [OH-:1].[Na+].O[C:4]1[CH:11]=[CH:10][C:7]([CH:8]=[O:9])=[CH:6][CH:5]=1.Br[CH:13]([CH2:16]Br)[CH2:14][OH:15].[OH2:18]>>[OH:15][CH2:14][CH:13]([O:18][C:6]1[CH:5]=[CH:4][CH:11]=[CH:10][C:7]=1[CH:8]=[O:9])[CH2:16][O:1][C:10]1[CH:11]=[CH:4][CH:5]=[CH:6][C:7]=1[CH:8]=[O:9] |f:0.1|. The product is OCC(COC1=C(C=O)C=CC=C1)OC1=C(C=O)C=CC=C1 ((1-(hydroxymethyl)-1,2-ethanediyl]bis(oxy)bis[benzaldehyde]).